Dataset: the Open Reaction Database (ORD), a public repository of structured organic reaction records. Task: describe an organic reaction: reactants, conditions, products, and yield Reactants: CC(C)(C)OC(=O)N1CCC2(CC1)Oc1cc(C#N)ccc1-n1cccc12, Cl, C1COCCO1. The product is N#Cc1ccc2c(c1)OC1(CCNCC1)c1cccn1-2. As a reaction SMILES: [C:1](#[N:2])[c:3]1[cH:4][c:5]2[c:6]([cH:26][cH:27]1)-[n:7]1[c:8]([cH:9][cH:10][cH:11]1)[C:12]1([CH2:13][CH2:14][N:15]([C:18]([O:19][C:20]([CH3:21])([CH3:22])[CH3:23])=[O:24])[CH2:16][CH2:17]1)[O:25]2.[ClH:34].[O:28]1[CH2:29][CH2:30][O:31][CH2:32][CH2:33]1>>[C:1](#[N:2])[c:3]1[cH:4][c:5]2[c:6]([cH:26][cH:27]1)-[n:7]1[c:8]([cH:9][cH:10][cH:11]1)[C:12]1([CH2:13][CH2:14][NH:15][CH2:16][CH2:17]1)[O:25]2. Starting materials: CCOC(=O)CBr, O=C([O-])[O-], CCOCC, CC(C)Oc1ccc(-c2nc(-c3ccc4c(c3)CCNCC4)no2)cc1Cl, Cl, [Cs+], [Cs+], CN(C)C=O. The product is CCOC(=O)CN1CCc2ccc(-c3noc(-c4ccc(OC(C)C)c(Cl)c4)n3)cc2CC1. RXN SMILES: [Br:29][CH2:30][C:31](=[O:32])[O:33][CH2:34][CH3:35].[C:36](=[O:37])([O-:38])[O-:39].[CH3:47][CH2:48][O:49][CH2:50][CH3:51].[Cl:2][c:3]1[cH:4][c:5](-[c:13]2[n:14][c:15](-[c:18]3[cH:19][c:20]4[c:21]([cH:27][cH:28]3)[CH2:22][CH2:23][NH:24][CH2:25][CH2:26]4)[n:16][o:17]2)[cH:6][cH:7][c:8]1[O:9][CH:10]([CH3:11])[CH3:12].[ClH:1].[Cs+:40].[Cs+:41].[O:42]=[CH:43][N:44]([CH3:45])[CH3:46]>>[Cl:2][c:3]1[cH:4][c:5](-[c:13]2[n:14][c:15](-[c:18]3[cH:19][c:20]4[c:21]([cH:27][cH:28]3)[CH2:22][CH2:23][N:24]([CH2:30][C:31](=[O:32])[O:33][CH2:34][CH3:35])[CH2:25][CH2:26]4)[n:16][o:17]2)[cH:6][cH:7][c:8]1[O:9][CH:10]([CH3:11])[CH3:12]. Starting materials: OC=1C(=C(C=CC1)C1=C(C=C(C=C1C)C(=O)OC)C)C (methyl 3′-hydroxy-2,6,2′-trimethylbiphenyl-4-carboxylate), C(C1=CC=CC=C1)(=O)OCC=1C=C(CBr)C=CC1COC(C1=CC=CC=C1)=O (3,4-bis(benzoyloxymethyl)benzyl bromide), C([O-])([O-])=O.[K+].[K+] (potassium carbonate). Product: C1(=CC=CC=C1)C(=O)OCC=1C=C(COC=2C(=C(C=CC2)C2=C(C=C(C=C2C)C(=O)OC)C)C)C=CC1COC(=O)C1=CC=CC=C1 (Methyl 3′-[3,4-bis(1-phenylmethanoyloxymethyl)benzyloxy]-2,6,2′-trimethylbiphenyl-4-carboxylate). Reaction SMILES: [OH:1][C:2]1[C:3]([CH3:20])=[C:4]([C:8]2[C:13]([CH3:14])=[CH:12][C:11]([C:15]([O:17][CH3:18])=[O:16])=[CH:10][C:9]=2[CH3:19])[CH:5]=[CH:6][CH:7]=1.[C:21]([O:29][CH2:30][C:31]1[CH:32]=[C:33]([CH:36]=[CH:37][C:38]=1[CH2:39][O:40][C:41](=[O:48])[C:42]1[CH:47]=[CH:46][CH:45]=[CH:44][CH:43]=1)[CH2:34]Br)(=[O:28])[C:22]1[CH:27]=[CH:26][CH:25]=[CH:24][CH:23]=1.C(=O)([O-])[O-].[K+].[K+]>>[C:22]1([C:21]([O:29][CH2:30][C:31]2[CH:32]=[C:33]([CH:36]=[CH:37][C:38]=2[CH2:39][O:40][C:41]([C:42]2[CH:47]=[CH:46][CH:45]=[CH:44][CH:43]=2)=[O:48])[CH2:34][O:1][C:2]2[C:3]([CH3:20])=[C:4]([C:8]3[C:13]([CH3:14])=[CH:12][C:11]([C:15]([O:17][CH3:18])=[O:16])=[CH:10][C:9]=3[CH3:19])[CH:5]=[CH:6][CH:7]=2)=[O:28])[CH:27]=[CH:26][CH:25]=[CH:24][CH:23]=1 |f:2.3.4|. Reported procedure: In a manner similar to that of Example 1(i), by reaction of 980 mg (3.6 mmol) of methyl 3′-hydroxy-2,6,2′-trimethylbiphenyl-4-carboxylate with 1.75 g (4.5 mmol) of 3,4-bis(benzoyloxymethyl)benzyl bromide and 570 mg (4.1 mmol) of potassium carbonate, the desired product is obtained in the form of white crystals (m.p.=131-132° C.; m=2.16 g; Y=95%). Reactants: BrBr (Br2), C(C1=CC=CC=C1)OCCC=1C(=NC=NC1C)Cl (5-(2-benzyloxy-ethyl)-4-chloro-6-methyl-pyrimidine), CC(=O)O (HOAc). Conditions: temperature 85 celsius, time 1 hour. The product is C(C1=CC=CC=C1)OCCC=1C(=NC=NC1Cl)CBr (5-(2-benzyloxy-ethyl)-4-bromomethyl-6-chloro-pyrimidine), BrCC1=NC=NC(=C1CCOC(C)=O)Cl (acetic acid 2-(4-bromomethyl-6-chloro-pyrimidin-5-yl)-ethyl ester). Reaction SMILES: [Br:1]Br.[CH2:3]([O:10][CH2:11][CH2:12][C:13]1[C:14]([Cl:20])=[N:15][CH:16]=[N:17][C:18]=1[CH3:19])[C:4]1[CH:9]=[CH:8][CH:7]=[CH:6][CH:5]=1.[CH3:21][C:22]([OH:24])=[O:23]>>[CH2:3]([O:10][CH2:11][CH2:12][C:13]1[C:18]([CH2:19][Br:1])=[N:17][CH:16]=[N:15][C:14]=1[Cl:20])[C:4]1[CH:5]=[CH:6][CH:7]=[CH:8][CH:9]=1.[Br:1][CH2:19][C:18]1[C:13]([CH2:12][CH2:11][O:23][C:22](=[O:24])[CH3:21])=[C:14]([Cl:20])[N:15]=[CH:16][N:17]=1. Reported procedure: Br2 (1.4 g, 8 mmol) is added drop wise to a stirred solution of 5-(2-benzyloxy-ethyl)-4-chloro-6-methyl-pyrimidine (2.1 g, 8 mmol) in HOAc (20 ml) at 85° C. After addition, the mixture is stirred at 85° C. for an additional 1 hour. The solvent is removed in vacuo and EtOAc (25 ml) and NaHCO3 (25 ml) are added to the residue. The layers are separated and the organic layer is washed with Na2S2O3 solution (sat. 15 ml) followed by brine (20 ml). The organic phase is dried (Na2SO4) and solvent evapor... Starting materials: ClC=1C=C(C=CC1C(F)(F)F)NN (3-chloro-4-trifluoromethylphenylhydrazine), C1(\C=C/C(=O)O1)=O (maleic anhydride). Solvent: C1(=CC=CC=C1)C (toluene). Run at temperature 50 celsius. Yields the product ClC=1C=C(C=CC1C(F)(F)F)N(N)C(\C=C/C(=O)O)=O (maleic acid mono-(3-chloro-4-trifluoromethyl-phenyl)-hydrazide). The yield is 64.8%. As a reaction SMILES: [Cl:1][C:2]1[CH:3]=[C:4]([NH:12][NH2:13])[CH:5]=[CH:6][C:7]=1[C:8]([F:11])([F:10])[F:9].[C:14]1(=[O:20])[O:19][C:17](=[O:18])[CH:16]=[CH:15]1>C1(C)C=CC=CC=1>[Cl:1][C:2]1[CH:3]=[C:4]([N:12]([C:14](=[O:20])/[CH:15]=[CH:16]\[C:17]([OH:19])=[O:18])[NH2:13])[CH:5]=[CH:6][C:7]=1[C:8]([F:11])([F:10])[F:9]. Procedure details: 10.5 g (0.05 mol) of 3-chloro-4-trifluoromethylphenylhydrazine were dissolved in 50 ml of toluene. 4.9 g of maleic anhydride (0.05 mol) in the solid form were introduced into this solution at room temperature. This caused the temperature to rise by a few degrees, while the reaction product precipitated in the crystalline form. The mixture was then heated to about 50° C. for some time, after which it was allowed to cool and the product was filtered off. 10 g (65% of theory) of maleic acid mono-(3... The reactants are Oc1cc(-c2ncc(C(F)(F)F)cc2Cl)c(F)cc1Cl, O=[N+]([O-])O, O=S(=O)(O)O. The product is O=[N+]([O-])c1c(O)c(Cl)cc(F)c1-c1ncc(C(F)(F)F)cc1Cl. RXN SMILES: [Cl:5][c:6]1[cH:7][c:8]([F:24])[c:9](-[c:13]2[n:14][cH:15][c:16]([C:20]([F:21])([F:22])[F:23])[cH:17][c:18]2[Cl:19])[cH:10][c:11]1[OH:12].[OH:1][N+:2]([O-:3])=[O:4].[S:25](=[O:26])(=[O:27])([OH:28])[OH:29]>>[O-:1][N+:2](=[O:4])[c:10]1[c:9](-[c:13]2[n:14][cH:15][c:16]([C:20]([F:21])([F:22])[F:23])[cH:17][c:18]2[Cl:19])[c:8]([F:24])[cH:7][c:6]([Cl:5])[c:11]1[OH:12]. The reactants are CCOC(C)=O, CCO, [H][H], Cc1ccc(NC(=O)c2cccc(N3CCOCC3)c2)cc1[N+](=O)[O-]. The product is Cc1ccc(NC(=O)c2cccc(N3CCOCC3)c2)cc1N. As a reaction SMILES: [CH3:28][CH2:29][O:30][C:31](=[O:32])[CH3:33].[CH3:34][CH2:35][OH:36].[H:26][H:27].[N+:1]([O-:2])(=[O:3])[c:4]1[cH:5][c:6]([NH:11][C:12]([c:13]2[cH:14][c:15]([N:19]3[CH2:20][CH2:21][O:22][CH2:23][CH2:24]3)[cH:16][cH:17][cH:18]2)=[O:25])[cH:7][cH:8][c:9]1[CH3:10]>>[NH2:1][c:4]1[cH:5][c:6]([NH:11][C:12]([c:13]2[cH:14][c:15]([N:19]3[CH2:20][CH2:21][O:22][CH2:23][CH2:24]3)[cH:16][cH:17][cH:18]2)=[O:25])[cH:7][cH:8][c:9]1[CH3:10]. The reactants are N1C[C@@H](CCC1)NC(OC(C)(C)C)=O ((R)-tert-butyl piperidin-3-ylcarbamate), CN1N=CC(=C1)B1OC(C(O1)(C)C)(C)C (1-methyl-4-(4,4,5,5-tetramethyl-1,3,2-dioxaborolan-2-yl)-1H-pyrazole), BrC=1C(N(C=C(N1)Br)C)=O (3,5-dibromo-1-methylpyrazin-2(1H)-one), ClC1=CC2=C(C=N1)C=NN2 (6-chloro-1H-pyrazolo[4,3-c]pyridine). Yields the product N[C@H]1CN(CCC1)C=1C(N(C=C(N1)N1N=CC=2C=NC(=CC21)C=2C=NN(C2)C)C)=O ((R)-3-(3-aminopiperidin-1-yl)-1-methyl-5-(6-(1-methyl-1H-pyrazol-4-yl)-1H-pyrazolo[4,3-c]pyridin-1-yl)pyrazin-2(1H)-one). Isolated yield 17.9%. RXN SMILES: [NH:1]1[CH2:6][CH2:5][CH2:4][C@@H:3]([NH:7]C(=O)OC(C)(C)C)[CH2:2]1.Br[C:16]1[C:17](=[O:24])[N:18]([CH3:23])[CH:19]=[C:20](Br)[N:21]=1.Cl[C:26]1[N:31]=[CH:30][C:29]2[CH:32]=[N:33][NH:34][C:28]=2[CH:27]=1.[CH3:35][N:36]1[CH:40]=[C:39](B2OC(C)(C)C(C)(C)O2)[CH:38]=[N:37]1>>[NH2:7][C@@H:3]1[CH2:4][CH2:5][CH2:6][N:1]([C:16]2[C:17](=[O:24])[N:18]([CH3:23])[CH:19]=[C:20]([N:34]3[C:28]4[CH:27]=[C:26]([C:39]5[CH:38]=[N:37][N:36]([CH3:35])[CH:40]=5)[N:31]=[CH:30][C:29]=4[CH:32]=[N:33]3)[N:21]=2)[CH2:2]1. Reported procedure: Following the procedures as described in Example 124 and starting with (R)-tert-butyl piperidin-3-ylcarbamate, 3,5-dibromo-1-methylpyrazin-2(1H)-one, 6-chloro-1H-pyrazolo[4,3-c]pyridine, and 1-methyl-4-(4,4,5,5-tetramethyl-1,3,2-dioxaborolan-2-yl)-1H-pyrazole, 243 was obtained as a yellow solid (58 mg, 17.9%) over four steps. 1H NMR (500 MHz, DMSO-d6) δ9.09 (s, 1H), 8.45 (s, 1H), 8.37 (s, 1H), 8.32 (s, 1H), 8.05 (s, 1H), 7.64 (s, 1H), 4.59-4.72 (m, 2H), 3.92 (s, 3H), 3.51 (s, 3H), 2.98-3.06 (m, ... Starting materials: NCc1ccccc1, CS(=O)(=O)c1nccc(-c2n[nH]c3nc(NCCN4CCOCC4)ncc23)n1, CS(C)=O, CCN(C(C)C)C(C)C. Product: c1ccc(CNc2nccc(-c3n[nH]c4nc(NCCN5CCOCC5)ncc34)n2)cc1. Reaction SMILES: [CH2:29]([c:30]1[cH:31][cH:32][cH:33][cH:34][cH:35]1)[NH2:36].[CH3:1][S:2](=[O:3])(=[O:4])[c:5]1[n:6][cH:7][cH:8][c:9](-[c:11]2[n:12][nH:13][c:14]3[n:15][c:16]([NH:20][CH2:21][CH2:22][N:23]4[CH2:24][CH2:25][O:26][CH2:27][CH2:28]4)[n:17][cH:18][c:19]23)[n:10]1.[CH3:46][S:47]([CH3:48])=[O:49].[CH:37]([N:38]([CH2:39][CH3:40])[CH:41]([CH3:42])[CH3:43])([CH3:44])[CH3:45]>>[c:5]1([NH:36][CH2:29][c:30]2[cH:31][cH:32][cH:33][cH:34][cH:35]2)[n:6][cH:7][cH:8][c:9](-[c:11]2[n:12][nH:13][c:14]3[n:15][c:16]([NH:20][CH2:21][CH2:22][N:23]4[CH2:24][CH2:25][O:26][CH2:27][CH2:28]4)[n:17][cH:18][c:19]23)[n:10]1.